From a dataset of the Open Reaction Database (ORD), a public repository of structured organic reaction records. describe an organic reaction: reactants, conditions, products, and yield Starting materials: C(=O)([O-])[O-].[Cs+].[Cs+] (Cs2CO3), FC1=C(C=O)C=C(C(=C1)O)OC (2-Fluoro-4-hydroxy-5-methoxy-benzaldehyde), BrCCOC (1-Bromo-2-methoxy-ethane). The solvent is CN(C)C=O (DMF). Run at time 86 hour. Yields the product FC1=C(C=O)C=C(C(=C1)OCCOC)OC (2-fluoro-5-methoxy-4-(2-methoxyethoxy)benzaldehyde). As a reaction SMILES: [F:1][C:2]1[CH:9]=[C:8]([OH:10])[C:7]([O:11][CH3:12])=[CH:6][C:3]=1[CH:4]=[O:5].C([O-])([O-])=O.[Cs+].[Cs+].Br[CH2:20][CH2:21][O:22][CH3:23]>CN(C=O)C>[F:1][C:2]1[CH:9]=[C:8]([O:10][CH2:20][CH2:21][O:22][CH3:23])[C:7]([O:11][CH3:12])=[CH:6][C:3]=1[CH:4]=[O:5] |f:1.2.3|. Procedure details: 2-Fluoro-4-hydroxy-5-methoxy-benzaldehyde (0.500 g, 2.94 mmol) was dissolved in DMF (2.6 mL) containing Cs2CO3 (2.88 g, 8.82 mmol). 1-Bromo-2-methoxy-ethane (1.23 g, 828 μL, 8.82 mmol) was added and the reaction mixture was allowed to stir for 86 h. The reaction mixture was filtered and the filtrate was evaporated to dryness to give 2-fluoro-5-methoxy-4-(2-methoxyethoxy)benzaldehyde. ESI-MS m/z calc. 228.1. found 229.0 (M+1)+. Retention time: 1.14 minutes (3 min run). The reactants are C1(=CC=CC=C1)C=1C=NC2=C(C=CC=C2C1O)C(F)(F)F (3-Phenyl-8-(trifluoromethyl)quinolin-4-ol), C(=O)(O)[O-].[Na+] (NaHCO3), BrC=1C=NC2=C(C=CC=C2C1O)C(F)(F)F (3-bromo-8-(trifluoromethyl)quinolin-4-ol), C1(=CC=CC=C1)B(O)O (phenyl boronic acid). Reagents/catalysts: C=1C=CC(=CC1)[P](C=2C=CC=CC2)(C=3C=CC=CC3)[Pd]([P](C=4C=CC=CC4)(C=5C=CC=CC5)C=6C=CC=CC6)([P](C=7C=CC=CC7)(C=8C=CC=CC8)C=9C=CC=CC9)[P](C=1C=CC=CC1)(C=1C=CC=CC1)C=1C=CC=CC1 (Pd(PPh3)4). Run in C1(=CC=CC=C1)C (toluene), CO (methanol), O (water). The product is C1(=CC=CC=C1)C=1C=NC2=C(C=CC=C2C1C1=CC=CC=C1)C(F)(F)F (3,4-DIPHENYL-8-(TRIFLUOROMETHYL)QUINOLINE). The yield is 59.0%. As a reaction SMILES: [C:1]1([C:7]2[CH:8]=[N:9][C:10]3[C:15]([C:16]=2O)=[CH:14][CH:13]=[CH:12][C:11]=3[C:18]([F:21])([F:20])[F:19])[CH:6]=[CH:5][CH:4]=[CH:3][CH:2]=1.BrC1C=N[C:26]2[C:31](C=1O)=[CH:30][CH:29]=[CH:28][C:27]=2C(F)(F)F.C1(B(O)O)C=CC=CC=1.C([O-])(O)=O.[Na+]>C1C=CC([P]([Pd]([P](C2C=CC=CC=2)(C2C=CC=CC=2)C2C=CC=CC=2)([P](C2C=CC=CC=2)(C2C=CC=CC=2)C2C=CC=CC=2)[P](C2C=CC=CC=2)(C2C=CC=CC=2)C2C=CC=CC=2)(C2C=CC=CC=2)C2C=CC=CC=2)=CC=1.O.CO.C1(C)C=CC=CC=1>[C:1]1([C:7]2[CH:8]=[N:9][C:10]3[C:15]([C:16]=2[C:26]2[CH:31]=[CH:30][CH:29]=[CH:28][CH:27]=2)=[CH:14][CH:13]=[CH:12][C:11]=3[C:18]([F:21])([F:20])[F:19])[CH:6]=[CH:5][CH:4]=[CH:3][CH:2]=1 |f:3.4,^1:55,57,76,95|. Reported procedure: 3-Phenyl-8-(trifluoromethyl)quinolin-4-ol: A solution of 3-bromo-8-(trifluoromethyl)quinolin-4-ol (3.2 g, 10.95 mmol) and phenyl boronic acid (2.67 g, 21.91 mmol) in 2:1 toluene:methanol (120 mL) and sat aq NaHCO3 (40 mL) is treated with Pd(PPh3)4 (760 mg) and heated at reflux overnight. The reaction is poured into water and extracted with ethyl acetate. The combined extracts are washed with 2N aq NaOH, water, brine, and dried with magnesium sulfate. The extracts are concentrated and the residue... Reactants: C(C)(=O)OC(C)=O (acetic anhydride), CS(=O)(=O)OC[C@@](C([C@H](CC1=CC=CC=C1)NC([C@H](COC)NC([C@H](COC)NC(=O)C1=CN=C(S1)C)=O)=O)=O)(C)O ((2R,4S)-2-hydroxy-4-((S)-3-methoxy-2-((S)-3-methoxy-2-(2-methylthiazole-5-carboxamido)propanamido)propanamido)-2-methyl-3-oxo-5-phenylpentyl methanesulfonate). Product: C(C)(=O)O[C@](COS(=O)(=O)C)(C([C@H](CC1=CC=CC=C1)NC([C@H](COC)NC([C@H](COC)NC(=O)C1=CN=C(S1)C)=O)=O)=O)C ((2R,4S)-1-(methanesulfonyloxy)-4-[(2S)-3-methoxy-2-[(2S)-3-methoxy-2-[(2-methyl-1,3-thiazol-5-yl)formamido]propanamido]propanamido]-2-methyl-3-oxo-5-phenylpentan-2-yl acetate). As a reaction SMILES: [C:1](OC(=O)C)(=[O:3])[CH3:2].[CH3:8][S:9]([O:12][CH2:13][C@:14]([OH:49])([CH3:48])[C:15](=[O:47])[C@@H:16]([NH:24][C:25](=[O:46])[C@@H:26]([NH:30][C:31](=[O:45])[C@@H:32]([NH:36][C:37]([C:39]1[S:43][C:42]([CH3:44])=[N:41][CH:40]=1)=[O:38])[CH2:33][O:34][CH3:35])[CH2:27][O:28][CH3:29])[CH2:17][C:18]1[CH:23]=[CH:22][CH:21]=[CH:20][CH:19]=1)(=[O:11])=[O:10]>>[C:1]([O:49][C@@:14]([CH3:48])([C:15](=[O:47])[C@@H:16]([NH:24][C:25](=[O:46])[C@@H:26]([NH:30][C:31](=[O:45])[C@@H:32]([NH:36][C:37]([C:39]1[S:43][C:42]([CH3:44])=[N:41][CH:40]=1)=[O:38])[CH2:33][O:34][CH3:35])[CH2:27][O:28][CH3:29])[CH2:17][C:18]1[CH:23]=[CH:22][CH:21]=[CH:20][CH:19]=1)[CH2:13][O:12][S:9]([CH3:8])(=[O:10])=[O:11])(=[O:3])[CH3:2]. Procedure: Prepared according to procedures described above, by reacting acetic anhydride with (2R,4S)-2-hydroxy-4-((S)-3-methoxy-2-((S)-3-methoxy-2-(2-methylthiazole-5-carboxamido)propanamido)propanamido)-2-methyl-3-oxo-5-phenylpentyl methanesulfonate. MS for C28H38N4O11S2 m/z: 671 (M+H)+. Reactants: C(C=C)(=O)OC (methyl acrylate), COCCN (2-methoxyethylamine), C(C=C)#N (acrylonitrile). Run at temperature 70 celsius, time 2 hour. Yields the product C(#N)CCN(CCC(=O)OC)CCOC (methyl N-(2-cyanoethyl)-N-(2-methoxyethyl)-3-aminopropionate). RXN SMILES: [C:1]([O:5][CH3:6])(=[O:4])[CH:2]=[CH2:3].[CH3:7][O:8][CH2:9][CH2:10][NH2:11].[C:12](#[N:15])[CH:13]=[CH2:14]>>[C:12]([CH2:13][CH2:14][N:11]([CH2:10][CH2:9][O:8][CH3:7])[CH2:3][CH2:2][C:1]([O:5][CH3:6])=[O:4])#[N:15]. Reported procedure: At 20 to 30° C., 11.4 g of methyl acrylate was added to 10.0 g of 2-methoxyethylamine, which was allowed to stand for 2 hours. Then 15.0 g of acrylonitrile was added to the reaction solution, which was heated at 70° C. for 20 hours. Vacuum concentration yielded methyl N-(2-cyanoethyl)-N-(2-methoxyethyl)-3-aminopropionate.